This data is from the Open Reaction Database (ORD), a public repository of structured organic reaction records. The task is: describe an organic reaction: reactants, conditions, products, and yield Starting materials: [Br-].C(C1=CC=CC=C1)[N+]12CCCC(CC1)(C2)C(=O)OCC (ethyl 1-benzyl-1-azoniabicyclo[3.2.1]oct-5-ylcarboxylate bromide), C([O-])([O-])=O.[K+].[K+] (potassium carbonate), [H][H] (hydrogen), C([O-])([O-])=O.[K+].[K+] (potassium carbonate). The reagents and catalysts are [Pd] (Pd-C). Run in C(C)O (ethanol), Cl (hydrochloric acid), Cl (hydrogen chloride), Cl (hydrochloric acid). The product is C(C(=O)O)(=O)O.N12CCCC(CC1)(C2)C(=O)OC (Methyl 1-azabicyclo[3.2.1]oct-5-ylcarboxylate oxalate salt). As a reaction SMILES: [Br-].C([N+:9]12[CH2:16][C:13]([C:17]([O:19][CH2:20]C)=[O:18])([CH2:14][CH2:15]1)[CH2:12][CH2:11][CH2:10]2)C1C=CC=CC=1.[H][H].[C:24](=[O:27])([O-:26])[O-].[K+].[K+]>C(O)C.Cl.[Pd]>[C:17]([OH:19])(=[O:18])[C:24]([OH:26])=[O:27].[N:9]12[CH2:16][C:13]([C:17]([O:19][CH3:20])=[O:18])([CH2:14][CH2:15]1)[CH2:12][CH2:11][CH2:10]2 |f:0.1,3.4.5,9.10|. Procedure details: A solution of the crude ethyl 1-benzyl-1-azoniabicyclo[3.2.1]oct-5-ylcarboxylate bromide (D4) in ethanol (200 ml) and 11M hydrochloric acid (5 ml), was hydrogenated over 10% Pd-C (1 0 g) at atmospheric pressure and 40° C. until the uptake of hydrogen was complete. The catalyst was filtered off through kieselguhr and the filtrate concentrated in vacuo to leave a yellow semi-solid, which was treated with 8M hydrochloric acid (150 ml) and heated under reflux for 11 hours. The solution was concentra... Starting materials: C(C)OC(C(CC1=CC=C(C=C1)OCC1(OC2=C(C(=C(C(=C2CC1)C)OC(C)=O)C)C)C)Cl)=O (ethyl-3-[4-(6-acetoxy-2,5,7,8-tetramethylchroman-2-ylmethoxy)phenyl]-2-chloropropionate), NC(=S)N (thiourea), S1(=O)(=O)CCCC1 (sulpholane), C([O-])(O)=O.[Na+] (sodium bicarbonate), Cl (hydrochloric acid). Run in O (water), C(C)(=O)O (Acetic acid). Product: OC=1C(=C2CCC(OC2=C(C1C)C)(C)COC1=CC=C(CC2C(NC(S2)=O)=O)C=C1)C (5-{4-(6-hydroxy-2, 5, 7, 8-tetramethylchroman-2-yl-methoxy) benzyl) thiazolidine-2,4-dione). As a reaction SMILES: C([O:3][C:4](=O)[CH:5](Cl)[CH2:6][C:7]1[CH:12]=[CH:11][C:10]([O:13][CH2:14][C:15]2([CH3:32])[CH2:24][CH2:23][C:22]3[C:17](=[C:18]([CH3:31])[C:19]([CH3:30])=[C:20]([O:26]C(=O)C)[C:21]=3[CH3:25])[O:16]2)=[CH:9][CH:8]=1)C.[NH2:35][C:36](N)=[S:37].S1(CCCC1)(=O)=[O:40].Cl.C(=O)(O)[O-].[Na+]>O.C(O)(=O)C>[OH:26][C:20]1[C:21]([CH3:25])=[C:22]2[C:17](=[C:18]([CH3:31])[C:19]=1[CH3:30])[O:16][C:15]([CH2:14][O:13][C:10]1[CH:9]=[CH:8][C:7]([CH2:6][CH:5]3[S:37][C:36](=[O:40])[NH:35][C:4]3=[O:3])=[CH:12][CH:11]=1)([CH3:32])[CH2:24][CH2:23]2 |f:4.5|. Procedure details: A mixture of 70 g of ethyl-3-[4-(6-acetoxy-2,5,7,8-tetramethylchroman-2-ylmethoxy)phenyl]-2-chloropropionate, 13.12 g of thiourea and 80.2 ml of sulpholane was reacted for 80 min., under a nitrogen stream at 115°-120° C. Subsequently, a 656.2 ml Acetic acid, 218.7 ml conc. hydrochloric acid and 109.4 ml water was added to this and the resulting mixture was further heated for 12 hrs at 85°-90° C. The reaction mixture was cooled to room temperature and 196.8 g of sodium bicarbonate was added and o... Reactants: FC1=C(C=C(C=C1)S(=O)(=O)N)S(=O)(=O)C(F)(F)F (4-Fluoro-3-(trifluoromethylsulfonyl)benzenesulfonamide), FC1=C(C=C(C=C1)S(=O)(=O)N)S(=O)(=O)C(F)(F)F (4-Fluoro-3-(trifluoromethylsulfonyl)benzenesulfonamide), CCN(C(C)C)C(C)C (DIPEA), (R)-methyl 3-amino-4-(phenylthio)butanoate, trifluoroacetic acid salt, INTERMEDIATE 7, C(C)(=O)OCC (ethyl acetate). Run in CN(C)C=O (DMF). Conditions: temperature 50 celsius. The product is C1(=CC=CC=C1)SC[C@@H](CC(=O)OC)NC1=C(C=C(C=C1)S(N)(=O)=O)S(=O)(=O)C(F)(F)F ((R)-methyl 4-(phenylthio)-3-(4-sulfamoyl-2-(trifluoromethylsulfonyl)phenylamino)-butanoate). The yield is 56.0%. Reaction SMILES: F[C:2]1[CH:7]=[CH:6][C:5]([S:8]([NH2:11])(=[O:10])=[O:9])=[CH:4][C:3]=1[S:12]([C:15]([F:18])([F:17])[F:16])(=[O:14])=[O:13].CC[N:21]([CH:25]([CH3:27])[CH3:26])C(C)C.[C:28]([O:31][CH2:32]C)(=[O:30])C>CN(C=O)C>[C:5]1([S:8][CH2:27][C@H:25]([NH:21][C:2]2[CH:7]=[CH:6][C:5]([S:8](=[O:10])(=[O:9])[NH2:11])=[CH:4][C:3]=2[S:12]([C:15]([F:18])([F:17])[F:16])(=[O:14])=[O:13])[CH2:26][C:28]([O:31][CH3:32])=[O:30])[CH:6]=[CH:7][CH:2]=[CH:3][CH:4]=1. Procedure: 4-Fluoro-3-(trifluoromethylsulfonyl)benzenesulfonamide (INTERMEDIATE 6, 21.67 g, 71.22 mmol) and DIPEA (129 ml, 738 mmol) were added to a solution of (R)-methyl 3-amino-4-(phenylthio)butanoate, trifluoroacetic acid salt (INTERMEDIATE 7, STEP 2) in DMF (20 ml). The resulting reaction mixture was heated at 50° C. for 1.5 hours, allowed to cool to room temperature, diluted with ethyl acetate (500 ml), and washed with water (250 ml) and brine (250 ml). The organic layer was dried over sodium sulfate... Reactants: C1(=CC=C(C=C1)S(=O)(=O)Cl)C (p-toluenesulfonyl chloride), CC=1N=NC=CC1 (3-methylpyridazine), C[Si](C)(C)C#N (trimethylsilylcyanide), N12CCCCCC2=NCCC1 (1,8-diazabicyclo[5.4.0]undec-7-ene). The reagents and catalysts are [Al+3].[Cl-].[Cl-].[Cl-] (AlCl3). Solvent: ClCCl (dichloromethane), ClCCl (dichloromethane), O1CCCC1 (tetrahydrofuran). Conditions: time 20 minute. Product: CC=1N=NC(=CC1)C#N (3-methyl-6-cyanopyridazine). The yield is 64.0%. RXN SMILES: [CH3:1][C:2]1[N:3]=[N:4][CH:5]=[CH:6][CH:7]=1.C[Si]([C:12]#[N:13])(C)C.C1(C)C=CC(S(Cl)(=O)=O)=CC=1.N12CCCN=C1CCCCC2>ClCCl.O1CCCC1.[Al+3].[Cl-].[Cl-].[Cl-]>[CH3:1][C:2]1[N:3]=[N:4][C:5]([C:12]#[N:13])=[CH:6][CH:7]=1 |f:6.7.8.9|. Procedure details: To a stirring solution of 3-methylpyridazine (11 g, 118 mmol) in dichloromethane (200 mL) was added AlCl3 (0.05 g) followed by trimethylsilylcyanide (21 g, 211 mmol). After 20 min, a solution of p-toluenesulfonyl chloride (38 g, 201 mmol) in dichloromethane (50 mL) was added via addition funnel and the solution continued to stir overnight. The next morning, the solvent was removed in vacuo and the residue was suspended in ethanol with stirring for 15 min and then filtered to give a white solid. ... Reactants: CCCCCCCCCCNC(=O)c1ccc([N+](=O)[O-])cc1, C1CCOC1. Product: CCCCCCCCCCNC(=O)c1ccc(N)cc1. Reaction SMILES: [CH2:1]([CH2:2][CH2:3][CH2:4][CH2:5][CH2:6][CH2:7][CH2:8][CH2:9][CH3:10])[NH:11][C:12](=[O:13])[c:14]1[cH:15][cH:16][c:17]([N+:20]([O-:21])=[O:22])[cH:18][cH:19]1.[CH2:23]1[O:24][CH2:25][CH2:26][CH2:27]1>>[CH2:1]([CH2:2][CH2:3][CH2:4][CH2:5][CH2:6][CH2:7][CH2:8][CH2:9][CH3:10])[NH:11][C:12](=[O:13])[c:14]1[cH:15][cH:16][c:17]([NH2:20])[cH:18][cH:19]1. The reactants are [Mg] (Magnesium), C1(=CC=CC=C1)S(=O)(=O)N1C=C2C=3C(CC(C3COC=C2)N(C)C)=C1CC ((2-Benzenesulfonyl-1-ethyl-2,7,8,9-tetrahydro-6-oxa-2-azabenzo[cd]azulen-8-yl)dimethylamine). The solvent is CO (methanol), C(Cl)(Cl)Cl (chloroform). Reaction conditions: time 3 hour. The product is C(C)C=1NC=C2C=3C1CC(C3COC=C2)N(C)C ((1-Ethyl-2,7,8,9-tetrahydro-6-oxa-2-azabenzo[cd]azulen-8-yl)dimethylamine). The yield is 79.0%. As a reaction SMILES: [Mg].C1(S([N:11]2[C:26]([CH2:27][CH3:28])=[C:15]3[CH2:16][CH:17]([N:23]([CH3:25])[CH3:24])[C:18]4[CH2:19][O:20][CH:21]=[CH:22][C:13]([C:14]=43)=[CH:12]2)(=O)=O)C=CC=CC=1>CO.C(Cl)(Cl)Cl>[CH2:27]([C:26]1[NH:11][CH:12]=[C:13]2[CH:22]=[CH:21][O:20][CH2:19][C:18]3[CH:17]([N:23]([CH3:25])[CH3:24])[CH2:16][C:15]=1[C:14]2=3)[CH3:28]. Procedure details: Magnesium (turning) 246 mg was added to compound (55) in methanol 9 ml and the mixture was stirred at room temperature for 3 h. Ice was added to the reaction mixture which was diluted with chloroform. The insoluble materials were filtered off through cerite and the filtrate was extracted with chloroform. The extracts were washed with brine, dried over anhydrous magnesium sulfate and concentrated under reduced pressure. The residue obtained was chromatographed on aluminum oxide in chloroform:hexa... The reactants are C1(=CC=CC=C1)C(C(=O)N)(CCCNC)C1=CC=CC=C1 (2,2-diphenyl-5-methylaminopentanamide), C(#N)C1=CC=C(CCBr)C=C1 (4-cyanophenethyl bromide), C([O-])([O-])=O.[K+].[K+] (potassium carbonate). The solvent is C(C)#N (acetonitrile). Product: C1(=CC=CC=C1)C(C(=O)N)(CCCN(C)CCC1=CC=C(C=C1)C#N)C1=CC=CC=C1 (2,2-diphenyl-5-[N-(4-cyanophenethyl)-N-methyl-amino]pentanamide). Reaction SMILES: [C:1]1([C:7]([C:16]2[CH:21]=[CH:20][CH:19]=[CH:18][CH:17]=2)([CH2:11][CH2:12][CH2:13][NH:14][CH3:15])[C:8]([NH2:10])=[O:9])[CH:6]=[CH:5][CH:4]=[CH:3][CH:2]=1.[C:22]([C:24]1[CH:32]=[CH:31][C:27]([CH2:28][CH2:29]Br)=[CH:26][CH:25]=1)#[N:23].C(=O)([O-])[O-].[K+].[K+]>C(#N)C>[C:1]1([C:7]([C:16]2[CH:21]=[CH:20][CH:19]=[CH:18][CH:17]=2)([CH2:11][CH2:12][CH2:13][N:14]([CH2:29][CH2:28][C:27]2[CH:31]=[CH:32][C:24]([C:22]#[N:23])=[CH:25][CH:26]=2)[CH3:15])[C:8]([NH2:10])=[O:9])[CH:2]=[CH:3][CH:4]=[CH:5][CH:6]=1 |f:2.3.4|. Procedure: A mixture containing 2,2-diphenyl-5-methylaminopentanamide (1.0 g--see Preparation 3), 4-cyanophenethyl bromide (0.82 g), anhydrous potassium carbonate (2.0 g) and acetonitrile (30 ml) was heated under reflux for 10 hours. The mixture was partitioned between dichloromethane (50 ml) and 10% aqueous sodium carbonate (30 ml), the layers separated and the aqueous layer extracted with dichloromethane (2×30 ml). The combined dichloromethane extracts were dried (MgSO2) and concentrated in vacuo to give... Starting materials: COc1cccc(-c2cc(C)cc3c2OC(CN(C)C(=O)OCc2ccccc2)C3)c1OC, C[Si](C)(C)I, Cl. The product is COc1cccc(-c2cc(C)cc3c2OC(CN)C3)c1OC. As a reaction SMILES: [CH3:1][O:2][c:3]1[c:4](-[c:11]2[cH:12][c:13]([CH3:33])[cH:14][c:15]3[c:19]2[O:18][CH:17]([CH2:20][N:21]([CH3:22])[C:23](=[O:24])[O:25][CH2:26][c:27]2[cH:28][cH:29][cH:30][cH:31][cH:32]2)[CH2:16]3)[cH:5][cH:6][cH:7][c:8]1[O:9][CH3:10].[CH3:34][Si:35]([I:36])([CH3:37])[CH3:38].[ClH:39]>>[CH3:1][O:2][c:3]1[c:4](-[c:11]2[cH:12][c:13]([CH3:33])[cH:14][c:15]3[c:19]2[O:18][CH:17]([CH2:20][NH2:21])[CH2:16]3)[cH:5][cH:6][cH:7][c:8]1[O:9][CH3:10]. Starting materials: CCCCCC(Oc1ccc(C2=CCCCC2)cc1)C(=O)O, O=C(Cl)C(=O)Cl, [Na], c1ccccc1. The product is CCCCCC(Oc1ccc(C2=CCCCC2)cc1)C(=O)O, [Cl-]. RXN SMILES: [C:2]1([c:8]2[cH:9][cH:10][c:11]([O:12][CH:13]([C:14](=[O:15])[OH:16])[CH2:17][CH2:18][CH2:19][CH2:20][CH3:21])[cH:22][cH:23]2)=[CH:3][CH2:4][CH2:5][CH2:6][CH2:7]1.[Cl:24][C:25]([C:26]([Cl:27])=[O:28])=[O:29].[Na:1].[cH:30]1[cH:31][cH:32][cH:33][cH:34][cH:35]1>>[C:2]1([c:8]2[cH:9][cH:10][c:11]([O:12][CH:13]([C:14](=[O:15])[OH:16])[CH2:17][CH2:18][CH2:19][CH2:20][CH3:21])[cH:22][cH:23]2)=[CH:3][CH2:4][CH2:5][CH2:6][CH2:7]1.[Cl-:24]. The reactants are Br, COc1cccc(C(=O)c2ccc(Cl)cc2N)c1. Product: Nc1cc(Cl)ccc1C(=O)c1cccc(O)c1. RXN SMILES: [BrH:19].[NH2:1][c:2]1[c:3]([C:4](=[O:5])[c:6]2[cH:7][c:8]([O:12][CH3:13])[cH:9][cH:10][cH:11]2)[cH:14][cH:15][c:16]([Cl:18])[cH:17]1>>[NH2:1][c:2]1[c:3]([C:4](=[O:5])[c:6]2[cH:7][c:8]([OH:12])[cH:9][cH:10][cH:11]2)[cH:14][cH:15][c:16]([Cl:18])[cH:17]1.